Dataset: the Open Reaction Database (ORD), a public repository of structured organic reaction records. Task: describe an organic reaction: reactants, conditions, products, and yield Starting materials: CC=1C=C(N=NC1C1=CC=CC=C1)Cl (5-methyl-6-phenyl-3-chloropyridazine), C(NN)(=O)OCC (ethyl carbazate). Run in C(CCC)O (butyl alcohol). The product is CC=1C=C(N=NC1C1=CC=CC=C1)NNC(=O)OCC (Ethyl 3-(5-methyl-6-phenyl-3-pyridazinyl)carbazate). RXN SMILES: [CH3:1][C:2]1[CH:3]=[C:4](Cl)[N:5]=[N:6][C:7]=1[C:8]1[CH:13]=[CH:12][CH:11]=[CH:10][CH:9]=1.[C:15]([O:19][CH2:20][CH3:21])(=[O:18])[NH:16][NH2:17]>C(O)CCC>[CH3:1][C:2]1[CH:3]=[C:4]([NH:17][NH:16][C:15]([O:19][CH2:20][CH3:21])=[O:18])[N:5]=[N:6][C:7]=1[C:8]1[CH:13]=[CH:12][CH:11]=[CH:10][CH:9]=1. Reported procedure: A 10.0 g. portion of 5-methyl-6-phenyl-3-chloropyridazine, 10.02 g. of ethyl carbazate and 150 ml. of butyl alcohol are stirred at reflux for 4 hours. The reaction mixture is concentrated free of butyl alcohol and the concentrate is placed in cold water containing a small amount of ethyl and scratched. The resulting solid is filtered, washed with water, recrystallized from a mixture of chloroform and petroleum ether and dried in vacuo giving a white solid, mp 143°-145° C. Starting materials: CCOC(=O)CC(C)=O, CCO, Cl, [H][H], [Ru]. The product is CCOC(=O)CC(C)O. Reaction SMILES: [C:1]([CH2:2][C:3](=[O:4])[CH3:5])(=[O:6])[O:7][CH2:8][CH3:9].[CH3:14][CH2:15][OH:16].[ClH:10].[H:11][H:12].[Ru:13]>>[C:1]([CH2:2][CH:3]([OH:4])[CH3:5])(=[O:6])[O:7][CH2:8][CH3:9]. Reactants: S(=O)([O-])[O-].[NH4+].[NH4+] (ammonium sulfite), [O-2].[Ca+2] (calcium oxide), [S-2].[Ca+2] (calcium sulfide), CaS CaO. Run in O (water). The product is S(=O)(=O)([O-])[O-].[Ca+2] (calcium sulfate), S(=O)([O-])[O-].[Ca+2] (calcium sulfite), ammonium sulfide. As a reaction SMILES: [O-2:1].[Ca+2:2].[S-2:3].[Ca+2].[S:5]([O-:8])([O-:7])=[O:6].[NH4+:9].[NH4+]>O>[S:5]([O-:1])([O-:8])(=[O:7])=[O:6].[Ca+2:2].[S:5]([O-:8])([O-:7])=[O:6].[Ca+2:2].[NH4+:9]=[S:3] |f:0.1,2.3,4.5.6,8.9,10.11|. Reported procedure: reacting said waste water with a mixture of calcium oxide and calcium sulfide and with recycled ammonium sulfite from step (f), the molar ratio CaS/CaO being at least 0.5:1 and the amounts of the reactants being sufficient to form simultaneously insoluble calcium sulfate, insoluble calcium sulfite, and ammonium sulfide dissolved in the aqueous phase and then separating the resulting mixture of insoluble calcium sulfate and calcium sulfite from the aqueous phase, The reactants are C1CCOC1, CCOC(=O)COc1ccc(SCc2cccc(-c3ccc(C(F)(F)F)cc3)c2)cc1C, [Na+], [OH-]. Yields the product Cc1cc(SCc2cccc(-c3ccc(C(F)(F)F)cc3)c2)ccc1OCC(=O)O. Reaction SMILES: [CH2:33]1[O:34][CH2:35][CH2:36][CH2:37]1.[CH3:1][c:2]1[c:3]([O:26][CH2:27][C:28](=[O:29])[O:30][CH2:31][CH3:32])[cH:4][cH:5][c:6]([S:8][CH2:9][c:10]2[cH:11][c:12](-[c:16]3[cH:17][cH:18][c:19]([C:22]([F:23])([F:24])[F:25])[cH:20][cH:21]3)[cH:13][cH:14][cH:15]2)[cH:7]1.[Na+:39].[OH-:38]>>[CH3:1][c:2]1[c:3]([O:26][CH2:27][C:28](=[O:29])[OH:30])[cH:4][cH:5][c:6]([S:8][CH2:9][c:10]2[cH:11][c:12](-[c:16]3[cH:17][cH:18][c:19]([C:22]([F:23])([F:24])[F:25])[cH:20][cH:21]3)[cH:13][cH:14][cH:15]2)[cH:7]1. Reactants: ClC(C(=O)C1=CC=C2CN(C3=C(CN21)C=CC=C3)C(C3=CC=C(C=C3)C3CCCCC3)=O)(Cl)Cl (2,2,2-Trichloro-1-[10-(4-cyclohexyl-benzoyl)-10,11-dihydro-5H-pyrrolo[2,1-c][1,4]benzodiazepin-3-yl]-1-ethanone), CNN (methylhydrazine). The solvent is C(C)O (ethanol). The product is C1(CCCCC1)C1=CC=C(C(=O)N2CC=3N(CC4=C2C=CC=C4)C(=CC3)C(=O)N(N)C)C=C1 (10-(4-Cyclohexyl-benzoyl)-N-methyl-10,11-dihydro-5H-pyrrolo[2,1-c][1,4]benzodiazepine-3-carboxylic acid hydrazide). Isolated yield 9.0%. As a reaction SMILES: ClC(Cl)(Cl)[C:3]([C:5]1[N:14]2[C:8]([CH2:9][N:10]([C:19](=[O:32])[C:20]3[CH:25]=[CH:24][C:23]([CH:26]4[CH2:31][CH2:30][CH2:29][CH2:28][CH2:27]4)=[CH:22][CH:21]=3)[C:11]3[CH:18]=[CH:17][CH:16]=[CH:15][C:12]=3[CH2:13]2)=[CH:7][CH:6]=1)=[O:4].[CH3:35][NH:36][NH2:37]>C(O)C>[CH:26]1([C:23]2[CH:22]=[CH:21][C:20]([C:19]([N:10]3[C:11]4[CH:18]=[CH:17][CH:16]=[CH:15][C:12]=4[CH2:13][N:14]4[C:5]([C:3]([N:36]([CH3:35])[NH2:37])=[O:4])=[CH:6][CH:7]=[C:8]4[CH2:9]3)=[O:32])=[CH:25][CH:24]=2)[CH2:31][CH2:30][CH2:29][CH2:28][CH2:27]1. Reported procedure: A solution of 2,2,2-trichloro-1-[(10-cyclohexyl-benzoyl)-10,11-dihydro-5H-pyrrolo[2,1-c][1,4]benzodiazepin-3-yl]-1-ethanone of Example 7 (2.32 g) in absolute ethanol (50 mL) was treated with methylhydrazine (0.626 g). The mixture was refluxed for four hours and then all volatiles were removed in vacuo. The residue was treated with water and extracted with dichloromethane. The extracts were filtered through a short column of Magnesol®. The eluate was evaporated to dryness to provide the title com...